This data is from the Open Reaction Database (ORD), a public repository of structured organic reaction records. The task is: describe an organic reaction: reactants, conditions, products, and yield The reactants are OC1=NC(=NC(=C1CC(=O)OC)C)SC (Methyl (4-hydroxy-6-methyl-2-methylmercapto-5-pyrimidinyl)-acetate), O=P(Cl)(Cl)Cl (phosphoroxychloride). Run in C(C)N(C1=CC=CC=C1)CC (N,N-diethylaniline). The product is ClC1=NC(=NC(=C1CC(=O)OC)C)SC (methyl (4-chloro-6-methyl-2-methylmercapto-5-pyrimidinyl)-acetate). Isolated yield 72.0%. Reaction SMILES: O[C:2]1[C:7]([CH2:8][C:9]([O:11][CH3:12])=[O:10])=[C:6]([CH3:13])[N:5]=[C:4]([S:14][CH3:15])[N:3]=1.O=P(Cl)(Cl)[Cl:18]>C(N(CC)C1C=CC=CC=1)C>[Cl:18][C:2]1[C:7]([CH2:8][C:9]([O:11][CH3:12])=[O:10])=[C:6]([CH3:13])[N:5]=[C:4]([S:14][CH3:15])[N:3]=1. Reported procedure: Methyl (4-hydroxy-6-methyl-2-methylmercapto-5-pyrimidinyl)-acetate (4.0 g, 17 mmol) is heated in a mixture of phosphoroxychloride (40 ml) and N,N-diethylaniline (5.5 ml) for 2 hours at 100° C. The excess phosphoroxychloride was removed by evaporation under vacuum and the residue poured into ice-water. Extraction with ethyl acetate, drying and filtration over silicagel gives methyl (4-chloro-6-methyl-2-methylmercapto-5-pyrimidinyl)-acetate as a crystalline solid (3.1 g, 72%), having a m.p. of 88°... Starting materials: O1CCCOC2=C1C=CC(=C2)CCC(C(C)C)N ((±)-1-(3,4-dihydro-2H-1,5-benzodioxepine-7-yl)-4-methylpentan-3-ylamine), CC(C(=O)O)CNC(=O)OC(C)(C)C ((±)-2-Methyl-3-[(2-methylpropan-2-yl)oxycarbonylamino]propanoic acid), Cl.C(C)N=C=NCCCN(C)C (1-ethyl-3-(3-dimethylaminopropyl)-carbodiimide hydrochloride), O (Water). Reagents/catalysts: CN(C)C=1C=CN=CC1 (DMAP). Run in ClCCl (dichloromethane). Run at time 8 hour. The product is CC(C(=O)NC(CCC1=CC2=C(OCCCO2)C=C1)C(C)C)CNC(=O)OC(C)(C)C ((±)-2-Methyl-3-[(2-methylpropan-2-yl)oxycarbonylamino]-N-[(3,4-dihydro-2H-1,5-benzodioxepin-7-yl)-4-methylpentan-3-yl]propanamide). Reaction SMILES: [O:1]1[C:7]2[CH:8]=[CH:9][C:10]([CH2:12][CH2:13][CH:14]([NH2:18])[CH:15]([CH3:17])[CH3:16])=[CH:11][C:6]=2[O:5][CH2:4][CH2:3][CH2:2]1.[CH3:19][CH:20]([CH2:24][NH:25][C:26]([O:28][C:29]([CH3:32])([CH3:31])[CH3:30])=[O:27])[C:21](O)=[O:22].Cl.C(N=C=NCCCN(C)C)C.O>CN(C1C=CN=CC=1)C.ClCCl>[CH3:19][CH:20]([CH2:24][NH:25][C:26]([O:28][C:29]([CH3:30])([CH3:32])[CH3:31])=[O:27])[C:21]([NH:18][CH:14]([CH:15]([CH3:16])[CH3:17])[CH2:13][CH2:12][C:10]1[CH:9]=[CH:8][C:7]2[O:1][CH2:2][CH2:3][CH2:4][O:5][C:6]=2[CH:11]=1)=[O:22] |f:2.3|. Procedure: 50 mg of (±)-1-(3,4-dihydro-2H-1,5-benzodioxepine-7-yl)-4-methylpentan-3-ylamine was mixed with of (±)-2-Methyl-3-[(2-methylpropan-2-yl)oxycarbonylamino]propanoic acid (25 mg), 1-ethyl-3-(3-dimethylaminopropyl)-carbodiimide hydrochloride (53 mg), and DMAP (33 mg) in dichloromethane (5 ml) and stirred overnight. Water (5 ml) was added, and the reaction mixture was extracted with ethyl acetate (5 ml three times). The organic layer was washed with brine, dried over anhydrous sodium sulfate and conc... Reactants: ON=C1CCOc2cc(Cl)c(Cl)cc21, Cc1ccc(S(=O)(=O)Cl)cc1, c1ccncc1. Product: Cc1ccc(S(=O)(=O)ON=C2CCOc3cc(Cl)c(Cl)cc32)cc1. Reaction SMILES: [Cl:12][c:13]1[c:14]([Cl:25])[cH:15][c:16]2[c:17]([cH:24]1)[C:18](=[N:22][OH:23])[CH2:19][CH2:20][O:21]2.[c:1]1([CH3:11])[cH:2][cH:3][c:4]([S:7](=[O:8])(=[O:9])[Cl:10])[cH:5][cH:6]1.[cH:26]1[cH:27][cH:28][n:29][cH:30][cH:31]1>>[c:1]1([CH3:11])[cH:2][cH:3][c:4]([S:7](=[O:8])(=[O:9])[O:23][N:22]=[C:18]2[c:17]3[c:16]([cH:15][c:14]([Cl:25])[c:13]([Cl:12])[cH:24]3)[O:21][CH2:20][CH2:19]2)[cH:5][cH:6]1. Starting materials: C(C)(=O)O[BH-](OC(C)=O)OC(C)=O.[Na+] (sodium triacetoxyborohydride), C1=NC=CC2=C(C=CC=C12)NC1CCC(CC1)=O (4-(5-Isoquinolylamino)-1-cyclohexanone), C1=NC=CC2=C(C=CC=C12)NC1CCC(CC1)=O (4-(5-Isoquinolylamino)-1-cyclohexanone), C(CC)N (propylamine), Cl.CO (Hydrochloric acid methanol). Solvent: CO (methanol). Run at time 18 hour. Product: C1=NC=CC2=C(C=CC=C12)NC1CCC(CC1)NCCC (N1-(5-Isoquinolyl)-N4-propyl-1,4-cyclohexanediamine). Isolated yield 25.4%. RXN SMILES: [CH:1]1[C:10]2[C:5](=[C:6]([NH:11][CH:12]3[CH2:17][CH2:16][C:15](=O)[CH2:14][CH2:13]3)[CH:7]=[CH:8][CH:9]=2)[CH:4]=[CH:3][N:2]=1.[CH2:19]([NH2:22])[CH2:20][CH3:21].C(O[BH-](OC(=O)C)OC(=O)C)(=O)C.[Na+].Cl.CO>CO>[CH:1]1[C:10]2[C:5](=[C:6]([NH:11][CH:12]3[CH2:17][CH2:16][CH:15]([NH:22][CH2:19][CH2:20][CH3:21])[CH2:14][CH2:13]3)[CH:7]=[CH:8][CH:9]=2)[CH:4]=[CH:3][N:2]=1 |f:2.3,4.5|. Reported procedure: 4-(5-Isoquinolylamino)-1-cyclohexanone (intermediate 4) (60 mg) and propylamine (30 mg) were dissolved in methanol (1 ml), and sodium triacetoxyborohydride (105 mg) was added by portions to the solution at room temperature. The reaction mixture was stirred at room temperature for 18 hr. Hydrochloric acid-methanol was then added thereto, and the reaction mixture was stirred and was then concentrated. The residue was purified by HPLC [0.5% aqueous trifluoroacetic acid solution/acetonitrile]. A sat...